The task is: describe an organic reaction: reactants, conditions, products, and yield. This data is from the Open Reaction Database (ORD), a public repository of structured organic reaction records. The reactants are C(C#C)Br (propargyl bromide), Cl (hydrochloric acid), C(C1=CC=CC=C1)=O (benzaldehyde), C(C)(C)[Mg]Br (isopropylmagnesium bromide). Reagents/catalysts: C(C)(C)O[Ti](OC(C)C)(OC(C)C)OC(C)C (tetraisopropoxytitanium). Solvent: C(C)OCC (ethyl ether), C(C)OCC (ethyl ether). Conditions: temperature -20 celsius, time 1 hour. The product is C1(=CC=CC=C1)C(CC#C)O (4-phenyl-1-butyn-4-ol). The yield is 84.8%. Reaction SMILES: [CH2:1](Br)[C:2]#[CH:3].C([Mg]Br)(C)C.[CH:10](=[O:17])[C:11]1[CH:16]=[CH:15][CH:14]=[CH:13][CH:12]=1.Cl>C(O[Ti](OC(C)C)(OC(C)C)OC(C)C)(C)C.C(OCC)C>[C:11]1([CH:10]([OH:17])[CH2:3][C:2]#[CH:1])[CH:16]=[CH:15][CH:14]=[CH:13][CH:12]=1. Reported procedure: To 0.425 ml (1.43 mmol) of tetraisopropoxytitanium and 10 ml of ethyl ether solution of propargyl bromide (0.127 ml, 1.43 mmol) was added dropwise at −50° C. 1.90 ml of 1.43M ethyl ether solution containing isopropylmagnesium bromide (2.72 mmol). After stirring at −50° C. to −40° C. for 1 hour, the reaction liquid was given 0.102 ml (1.0 mmol) of benzaldehyde at −40° C. and heated to −20° C. over 30 minutes. With 1N hydrochloric acid added, the solution was heated to room temperature and separat... Reactants: ClC=1C=C2C(=NC1)N(C=C2B2OC(C(O2)(C)C)(C)C)S(=O)(=O)C2=CC=C(C=C2)C (5-chloro-1-(p-tolylsulfonyl)-3-(4,4,5,5-tetramethyl-1,3,2-dioxaborolan-2-yl)pyrrolo[2,3-b]pyridine), C([O-])([O-])=O.[Na+].[Na+] (sodium carbonate), ClC1=NC=C(C(=N1)N[C@@H]1C[C@](CCC1)(O)CNC(C)=O)F (N-{[(1S,3S)-3-(2-chloro-5-fluoropyrimidin-4-ylamino)-1-hydroxycyclohexyl]-methyl}-acetamide), ClC1=NC=C(C(=N1)N[C@@H]1C[C@](CCC1)(O)CNC(C)=O)F (N-{[(1S,3S)-3-(2-chloro-5-fluoropyrimidin-4-ylamino)-1-hydroxycyclohexyl]methyl}acetamide). Reagents/catalysts: C=1C=CC(=CC1)[P](C=2C=CC=CC2)(C=3C=CC=CC3)[Pd]([P](C=4C=CC=CC4)(C=5C=CC=CC5)C=6C=CC=CC6)([P](C=7C=CC=CC7)(C=8C=CC=CC8)C=9C=CC=CC9)[P](C=1C=CC=CC1)(C=1C=CC=CC1)C=1C=CC=CC1 (Pd(PPh3)4). Run in C(C)#N (acetonitrile), CS(=O)C (DMSO). Conditions: temperature 130 celsius. The product is Cl.ClC=1C=C2C(=NC1)NC=C2C2=NC=C(C(=N2)N[C@@H]2C[C@](CCC2)(O)CNC(C)=O)F (N-{[(1S,3S)-3-(2-(5-chloro-1H-pyrrolo[2,3-b]pyridin-3-yl)-5-fluoropyrimidin-4-ylamino)-1-hydroxycyclohexyl]methyl}acetamide hydrochloride). RXN SMILES: [Cl:1][C:2]1[N:7]=[C:6]([NH:8][C@H:9]2[CH2:14][CH2:13][CH2:12][C@:11]([CH2:16][NH:17][C:18](=[O:20])[CH3:19])([OH:15])[CH2:10]2)[C:5]([F:21])=[CH:4][N:3]=1.[Cl:22][C:23]1[CH:24]=[C:25]2[C:31](B3OC(C)(C)C(C)(C)O3)=[CH:30][N:29](S(C3C=CC(C)=CC=3)(=O)=O)[C:26]2=[N:27][CH:28]=1.C(=O)([O-])[O-].[Na+].[Na+]>C(#N)C.CS(C)=O.C1C=CC([P]([Pd]([P](C2C=CC=CC=2)(C2C=CC=CC=2)C2C=CC=CC=2)([P](C2C=CC=CC=2)(C2C=CC=CC=2)C2C=CC=CC=2)[P](C2C=CC=CC=2)(C2C=CC=CC=2)C2C=CC=CC=2)(C2C=CC=CC=2)C2C=CC=CC=2)=CC=1>[ClH:1].[Cl:22][C:23]1[CH:24]=[C:25]2[C:31]([C:2]3[N:7]=[C:6]([NH:8][C@H:9]4[CH2:14][CH2:13][CH2:12][C@:11]([CH2:16][NH:17][C:18](=[O:20])[CH3:19])([OH:15])[CH2:10]4)[C:5]([F:21])=[CH:4][N:3]=3)=[CH:30][NH:29][C:26]2=[N:27][CH:28]=1 |f:2.3.4,8.9,^1:67,69,88,107|. Procedure details: N-{[(1S,3S)-3-(2-chloro-5-fluoropyrimidin-4-ylamino)-1-hydroxycyclohexyl]-methyl}-acetamide, 46c, (0.2 g, 0.6 mmol) was dissolved in acetonitrile (6 mL) and treated with 5-chloro-1-(p-tolylsulfonyl)-3-(4,4,5,5-tetramethyl-1,3,2-dioxaborolan-2-yl)pyrrolo[2,3-b]pyridine (0.5 g, 1.2 mmol) followed by Pd(PPh3)4 (0.07 g, 0.06 mmol). Aqueous 2M sodium carbonate (3.0 mL, 6.1 mmol) was added, and the vial was sealed and heated in the microwave to 130° C. for 30 min. The organic layer was collected and c...